From a dataset of the Open Reaction Database (ORD), a public repository of structured organic reaction records. describe an organic reaction: reactants, conditions, products, and yield The reactants are C([O-])([O-])=O.[K+].[K+] (potassium carbonate), IC (iodomethane), OC=1C=C(CO)C(=CC1CC=C)[N+](=O)[O-] (3-hydroxy-6-nitro-4-(2-propenyl)benzylalcohol). The solvent is CN(C=O)C (N,N-dimethylformamide). Reaction conditions: time 8 hour. Yields the product COC=1C=C(CO)C(=CC1CC=C)[N+](=O)[O-] (3-Methoxy-6-nitro-4-(2-propenyl)benzylalcohol). Isolated yield 78.7%. Reaction SMILES: [OH:1][C:2]1[CH:3]=[C:4]([C:7]([N+:13]([O-:15])=[O:14])=[CH:8][C:9]=1[CH2:10][CH:11]=[CH2:12])[CH2:5][OH:6].[C:16](=O)([O-])[O-].[K+].[K+].IC>CN(C)C=O>[CH3:16][O:1][C:2]1[CH:3]=[C:4]([C:7]([N+:13]([O-:15])=[O:14])=[CH:8][C:9]=1[CH2:10][CH:11]=[CH2:12])[CH2:5][OH:6] |f:1.2.3|. Reported procedure: 4.68 g of 3-hydroxy-6-nitro-4-(2-propenyl)benzylalcohol was dissolved in 90 ml of N,N-dimethylformamide. Thereafter, 3.71 g of potassium carbonate and 3.81 g of iodomethane were added to the reaction solution, and the obtained mixture was stirred at room temperature overnight. The reaction solution was extracted with ethyl acetate, and then washed with water and a saturated sodium chloride aqueous solution. The organic layer was dried over magnesium sulfate and then concentrated under a reduced ... The reactants are COC=1C=C2C(=CC=NC2=CC1OC)OC1=C(C=C(N)C=C1)C (4-[(6,7-Dimethoxy-4-quinolyl)oxy]-3-methylaniline), C1(=CC=CC=C1)C (toluene), ClC1=CC=C(C=C1)C(=O)N=C=S (4-chloro-1-benzenecarbonyl isothiocyanate). The solvent is C(C)O (ethanol), C(C)O (ethanol). Conditions: time 2 hour. Yields the product ClC1=CC=C(C(=O)NC(=S)NC2=CC(=C(C=C2)OC2=CC=NC3=CC(=C(C=C23)OC)OC)C)C=C1 (N-(4-Chlorobenzoyl)-N′-{4-[(6,7-dimethoxy-4-quinolyl)oxy]-3-methylphenyl}thiourea). Yield: 64.0%. RXN SMILES: [Cl:1][C:2]1[CH:7]=[CH:6][C:5]([C:8]([N:10]=[C:11]=[S:12])=[O:9])=[CH:4][CH:3]=1.[CH3:13][O:14][C:15]1[CH:16]=[C:17]2[C:22](=[CH:23][C:24]=1[O:25][CH3:26])[N:21]=[CH:20][CH:19]=[C:18]2[O:27][C:28]1[CH:34]=[CH:33][C:31]([NH2:32])=[CH:30][C:29]=1[CH3:35].C1(C)C=CC=CC=1>C(O)C>[Cl:1][C:2]1[CH:3]=[CH:4][C:5]([C:8]([NH:10][C:11]([NH:32][C:31]2[CH:33]=[CH:34][C:28]([O:27][C:18]3[C:17]4[C:22](=[CH:23][C:24]([O:25][CH3:26])=[C:15]([O:14][CH3:13])[CH:16]=4)[N:21]=[CH:20][CH:19]=3)=[C:29]([CH3:35])[CH:30]=2)=[S:12])=[O:9])=[CH:6][CH:7]=1. Reported procedure: Commercially available 4-chloro-1-benzenecarbonyl isothiocyanate (50 μl) was dissolved in ethanol (1 ml) to prepare a solution. 4-[(6,7-Dimethoxy-4-quinolyl)oxy]-3-methylaniline (50 mg), toluene (5 ml), and ethanol (1 ml) were added to the solution, and the mixture was stirred at room temperature for 2 hr. The reaction solution was concentrated, and the residue was purified by chromatography on silica gel using chloroform/acetone for development to give the title compound (52 mg, yield 64%).